Dataset: the Open Reaction Database (ORD), a public repository of structured organic reaction records. Task: describe an organic reaction: reactants, conditions, products, and yield The solvent is CC(=O)C (acetone). RXN SMILES: CC1(C)[O:6][C@H:5]([CH2:7][N:8]2[C:12]3=[CH:13][C:14]4[N:15]=[C:16]([C:21]5[CH:26]=[CH:25][C:24]([O:27][CH3:28])=[C:23]([F:29])[CH:22]=5)[CH:17]=[N:18][C:19]=4[CH:20]=[C:11]3[CH:10]=[N:9]2)[CH2:4][O:3]1.C1(C)C=CC(S([O-])(=O)=O)=CC=1.[NH+]1C=CC=CC=1>CC(C)=O>[OH:3][CH2:4][C@H:5]([OH:6])[CH2:7][N:8]1[C:12]2=[CH:13][C:14]3[N:15]=[C:16]([C:21]4[CH:26]=[CH:25][C:24]([O:27][CH3:28])=[C:23]([F:29])[CH:22]=4)[CH:17]=[N:18][C:19]=3[CH:20]=[C:11]2[CH:10]=[N:9]1.[OH:3][CH2:4][C@H:5]([OH:6])[CH2:7][N:8]1[CH:12]=[C:11]2[C:10]([CH:13]=[C:14]3[C:19](=[CH:20]2)[N:18]=[CH:17][C:16]([C:21]2[CH:26]=[CH:25][C:24]([O:27][CH3:28])=[C:23]([F:29])[CH:22]=2)=[N:15]3)=[N:9]1 |f:1.2|. Starting materials: CC1(OC[C@H](O1)CN1N=CC=2C1=CC=1N=C(C=NC1C2)C2=CC(=C(C=C2)OC)F)C (1-[(4R)-2,2-dimethyl-[1,3]dioxolan-4-ylmethyl]-7-(3-fluoro-4-methoxyphenyl)-1H-pyrazolo[3,4-g]quinoxaline), C1(=CC=C(C=C1)S(=O)(=O)[O-])C.[NH+]1=CC=CC=C1 (pyridinium p-toluenesulfonate). Yields the product OC[C@@H](CN1N=CC=2C1=CC=1N=C(C=NC1C2)C2=CC(=C(C=C2)OC)F)O (1-[(2R)-1,2-dihydroxyprop-3-yl)-7-(3-fluoro-4-methoxyphenyl)-1H-pyrazolo-[3,4-g]quinoxaline), OC[C@@H](CN1N=C2C=C3N=C(C=NC3=CC2=C1)C1=CC(=C(C=C1)OC)F)O (2-[(2R)-1,2-dihydroxyprop-3-yl)-7-(3-fluoro-4-methoxyphenyl)-2H-pyrazolo-[3,4-g]quinoxaline). Procedure details: A mixture of 0.24 g of 1-[(4R)-2,2-dimethyl-[1,3]dioxolan-4-ylmethyl]-7-(3-fluoro-4-methoxyphenyl)-1H-pyrazolo[3,4-g]quinoxaline (0.05 g) of pyridinium p-toluenesulfonate and 20 ml of aqueous acetone (1:4H2O:acetone) is heated to reflux overnight. The acetone is then removed in vacuo and the residue mixed with ether, filtered and the yellow solid is treated with saturated NaHCO3, filtered, washed with water and air dried. This is recrystallized from ethylacetate, filtered and dried overnight. Th... The reactants are ice, C1(=CC=C(C=C1)S(=O)(=O)Cl)C (p-toluenesulphonyl chloride), C[C@H](CO)CC ((S)-2-methylbutan-1-ol), O (water). Solvent: ClCCl (dichloromethane), C(C)N(CC)CC (triethylamine). Conditions: time 6 hour. Product: C1(=CC=C(C=C1)S(=O)(=O)OC[C@H](CC)C)C ((s)-2-methyl-butyl p-toluenesulphonate). Isolated yield 82.5%. Reaction SMILES: [C:1]1([CH3:11])[CH:6]=[CH:5][C:4]([S:7](Cl)(=[O:9])=[O:8])=[CH:3][CH:2]=1.[CH3:12][C@@H:13]([CH2:16][CH3:17])[CH2:14][OH:15].O>ClCCl.C(N(CC)CC)C>[C:1]1([CH3:11])[CH:6]=[CH:5][C:4]([S:7]([O:15][CH2:14][C@@H:13]([CH3:12])[CH2:16][CH3:17])(=[O:9])=[O:8])=[CH:3][CH:2]=1. Procedure details: To a ice-cooled solution of p-toluenesulphonyl chloride (9.53 g, 50 mmol), (S)-2-methylbutan-1-ol (4.41 g, 50 mmol) in absolute dichloromethane (200 ml), triethylamine (84 ml) was dropwise added. After complete addition and stirring for further 6 h at room temperature, the reaction mixture was poured into water (150 ml), the organic layer was separated and the aqueous phase was further extracted with dichloromethane (2×200 ml). The combined organic extracts were washed with HCl 1N (2×200 ml), wi...